From a dataset of the Open Reaction Database (ORD), a public repository of structured organic reaction records. describe an organic reaction: reactants, conditions, products, and yield Reactants: O1CCN(CC1)C1=CC=CC(=N1)C1=CN(C2=CC=C(C=C12)C=1SC=NN1)C(=O)OC(C)(C)C (tert-butyl 3-(6-morpholinopyridin-2-yl)-5-(1,3,4-thiadiazol-2-yl)-1H-indole-1-carboxylate), C(=O)(C(F)(F)F)O (TFA). The solvent is C(Cl)Cl (DCM). Reaction conditions: time 1 hour. The product is S1C(=NN=C1)C=1C=C2C(=CNC2=CC1)C1=CC=CC(=N1)N1CCOCC1 (4-(6-(5-(1,3,4-thiadiazol-2-yl)-1H-indol-3-yl)pyridin-2-yl)morpholine). Yield: 50.5%. Reaction SMILES: [O:1]1[CH2:6][CH2:5][N:4]([C:7]2[N:12]=[C:11]([C:13]3[C:21]4[C:16](=[CH:17][CH:18]=[C:19]([C:22]5[S:23][CH:24]=[N:25][N:26]=5)[CH:20]=4)[N:15](C(OC(C)(C)C)=O)[CH:14]=3)[CH:10]=[CH:9][CH:8]=2)[CH2:3][CH2:2]1.C(O)(C(F)(F)F)=O>C(Cl)Cl>[S:23]1[CH:24]=[N:25][N:26]=[C:22]1[C:19]1[CH:20]=[C:21]2[C:16](=[CH:17][CH:18]=1)[NH:15][CH:14]=[C:13]2[C:11]1[N:12]=[C:7]([N:4]2[CH2:5][CH2:6][O:1][CH2:2][CH2:3]2)[CH:8]=[CH:9][CH:10]=1. Procedure details: To a solution of tert-butyl 3-(6-morpholinopyridin-2-yl)-5-(1,3,4-thiadiazol-2-yl)-1H-indole-1-carboxylate (86.0 mg, 0.186 mmol) in DCM (1.0 mL) was added TFA (1.0 mL) and the reaction was stirred at RT for 1 h, then solvent was removed. The residue was diluted with DCM (60 mL) and washed with sat. NaHCO3, dried, filtered and concentrated. The residue was purified with RP-HPLC to give 4-(6-(5-(1,3,4-thiadiazol-2-yl)-1H-indol-3-yl)pyridin-2-yl)morpholine (34.0 mg, 0.094 mmol, 50.4%) as a yellow s... Reactants: CC1=C(N=CN1C(C1=CC=CC=C1)(C1=CC=CC=C1)C1=CC=CC=C1)C=O (5-methyl-1-(triphenylmethyl)-1H-imidazol-4-carboxaldehyde), C(C)(=O)C1=CNC2=CC=CC=C12 (3-acetylindole), [OH-].[K+] (potassium hydroxide), C([O-])([O-])=O.[Na+].[Na+] (sodium carbonate). Run in C(C)O (ethanol), O (water). Yields the product CC1=C(N=CN1C(C1=CC=CC=C1)(C1=CC=CC=C1)C1=CC=CC=C1)/C=C/C(=O)C1=CNC2=CC=CC=C12 ((E)-3-[5-Methyl-1-(triphenylmethyl)-1H-imidazol-4-yl]-1-(1H-indol-3-yl)-2-propen-1-one). Yield: 94.7%. As a reaction SMILES: [CH3:1][C:2]1[N:6]([C:7]([C:20]2[CH:25]=[CH:24][CH:23]=[CH:22][CH:21]=2)([C:14]2[CH:19]=[CH:18][CH:17]=[CH:16][CH:15]=2)[C:8]2[CH:13]=[CH:12][CH:11]=[CH:10][CH:9]=2)[CH:5]=[N:4][C:3]=1[CH:26]=O.[C:28]([C:31]1[C:39]2[C:34](=[CH:35][CH:36]=[CH:37][CH:38]=2)[NH:33][CH:32]=1)(=[O:30])[CH3:29].[OH-].[K+].C(=O)([O-])[O-].[Na+].[Na+]>C(O)C.O>[CH3:1][C:2]1[N:6]([C:7]([C:8]2[CH:13]=[CH:12][CH:11]=[CH:10][CH:9]=2)([C:14]2[CH:15]=[CH:16][CH:17]=[CH:18][CH:19]=2)[C:20]2[CH:25]=[CH:24][CH:23]=[CH:22][CH:21]=2)[CH:5]=[N:4][C:3]=1/[CH:26]=[CH:29]/[C:28]([C:31]1[C:39]2[C:34](=[CH:35][CH:36]=[CH:37][CH:38]=2)[NH:33][CH:32]=1)=[O:30] |f:2.3,4.5.6|. Procedure: A mixture of 5-methyl-1-(triphenylmethyl)-1H-imidazol-4-carboxaldehyde (4.90 g), 3-acetylindole (2.24 g) and potassium hydroxide (6.08 g) in absolute ethanol (100 ml) and water (50 ml) was heated at 80° for 24 h. The suspension was poured into 2N sodium carbonate solution (300 ml) and extracted with dichloromethane (3×150 ml). The combined extracts were dried, filtered and evaporated to give an orange solid (6.5 g) which was triturated with ethyl acetate (50 ml) to give the title compound (2.42 ... Reactants: C([O-])([O-])=O.[K+].[K+] (potassium carbonate), BrCCCl (1-bromo-2-chloroethane), C1(=CC=CC=C1)[C@@H]1COC=2C=CC=C3C4=C(C=CC=C4N1C23)O ((1R)-1-phenyl-1,2-dihydro[1,4]oxazino[2,3,4-jk]carbazol-7-ol). The solvent is CN(C)C=O (DMF). Reaction conditions: temperature 85 celsius. The product is C(C)N(CCCOC1=CC=CC=2N3C4=C(C=CC=C4C12)OCC3C3=CC=CC=C3)CC (N,N-Diethyl-N-{3-[(1-phenyl-1,2-dihydro[1,4]oxazino[2,3,4-jk]carbazol-7-yl)oxy]propyl}amine). The yield is 95.0%. Reaction SMILES: [C:1]1([C@H:7]2[N:21]3[C:22]4[C:14]([C:15]5[C:20]3=[CH:19][CH:18]=[CH:17][C:16]=5[OH:23])=[CH:13][CH:12]=[CH:11][C:10]=4[O:9][CH2:8]2)[CH:6]=[CH:5][CH:4]=[CH:3][CH:2]=1.C(=O)([O-])[O-].[K+].[K+].Br[CH2:31][CH2:32]Cl>CN(C=O)C>[CH2:7]([N:21]([CH2:31][CH3:32])[CH2:20][CH2:19][CH2:18][O:23][C:16]1[C:15]2[C:14]3[C:22]4=[C:10]([O:9][CH2:8][CH:7]([C:1]5[CH:2]=[CH:3][CH:4]=[CH:5][CH:6]=5)[N:21]4[C:20]=2[CH:19]=[CH:18][CH:17]=1)[CH:11]=[CH:12][CH:13]=3)[CH3:1] |f:1.2.3|. Procedure: To a mixture of (1R)-1-phenyl-1,2-dihydro[1,4]oxazino[2,3,4-jk]carbazol-7-ol (3.67 g, 12.19 mmol) in DMF (90 mL) is added potassium carbonate (8.4 g, 60.9 mmol) and 1-bromo-2-chloroethane (5.0 mL, 60.9 mmol). The mixture is heated to 85° C. for 24 h. The temperature is then increased to 95° C. and heated for 4 h. Mechanical stirring is employed and the reaction heated an additional 1.5 h. The mixture is then partitioned between water and Et2O. The layers are separated and the organic layer washe... Starting materials: CC(C)CN(C=NS(=O)(=O)c1c(Cl)nc2ccc(C3CC3)nn12)CC(C)C, Cl, C1COCCO1. Product: NS(=O)(=O)c1c(Cl)nc2ccc(C3CC3)nn12. Reaction SMILES: [Cl:1][c:2]1[n:3][c:4]2[n:5]([n:6][c:7]([CH:10]3[CH2:11][CH2:12]3)[cH:8][cH:9]2)[c:13]1[S:14](=[O:15])(=[O:16])[N:17]=[CH:18][N:19]([CH2:20][CH:21]([CH3:22])[CH3:23])[CH2:24][CH:25]([CH3:26])[CH3:27].[ClH:28].[O:29]1[CH2:30][CH2:31][O:32][CH2:33][CH2:34]1>>[Cl:1][c:2]1[n:3][c:4]2[n:5]([n:6][c:7]([CH:10]3[CH2:11][CH2:12]3)[cH:8][cH:9]2)[c:13]1[S:14](=[O:15])(=[O:16])[NH2:17]. The reactants are FC1=C(C=C(C(=C1)F)F)N1C(N(C(C2=CC(=C(C=C12)N1CC(CC1)N)F)=O)O)=O (1-(2,4,5-Trifluorophenyl)-6-fluoro-3-hydroxy-7-(3-aminopyrrolidin-1-yl)-1H-quinazoline-2,4-dione), FC(C(=O)[O-])(F)F (trifluoroacetate). The product is FC=1C=C(C=CC1)N1C(N(C(C2=CC(=C(C=C12)N1CCN(CC1)C)F)=O)O)=O (1-(3-Fluorophenyl)-6-fluoro-3-hydroxy-7-(4-methylpiperazin-1-yl)-1H-quinazoline-2,4-dione). Reaction SMILES: F[C:2]1[CH:7]=[C:6](F)[C:5]([F:9])=[CH:4][C:3]=1[N:10]1[C:19]2[C:14](=[CH:15][C:16]([F:26])=[C:17]([N:20]3[CH2:24][CH2:23][CH:22]([NH2:25])[CH2:21]3)[CH:18]=2)[C:13](=[O:27])[N:12]([OH:28])[C:11]1=[O:29].F[C:31](F)(F)C([O-])=O>>[F:9][C:5]1[CH:4]=[C:3]([N:10]2[C:19]3[C:14](=[CH:15][C:16]([F:26])=[C:17]([N:20]4[CH2:21][CH2:22][N:25]([CH3:31])[CH2:23][CH2:24]4)[CH:18]=3)[C:13](=[O:27])[N:12]([OH:28])[C:11]2=[O:29])[CH:2]=[CH:7][CH:6]=1. Reported procedure: 1-(2,4,5-Trifluorophenyl)-6-fluoro-3-hydroxy-7-(3-aminopyrrolidin-1-yl)-1H-quinazoline-2,4-dione, trifluoroacetate; Starting materials: CC(C)(C)[O-], CS(C)=O, OCCCCl, O=[N+]([O-])c1ccc(F)cc1, [K+]. Product: O=[N+]([O-])c1ccc(OCCCCl)cc1. RXN SMILES: [CH3:1][C:2]([CH3:3])([O-:4])[CH3:5].[CH3:22][S:23]([CH3:24])=[O:25].[Cl:17][CH2:18][CH2:19][CH2:20][OH:21].[F:7][c:8]1[cH:9][cH:10][c:11]([N+:14](=[O:15])[O-:16])[cH:12][cH:13]1.[K+:6]>>[c:8]1([O:21][CH2:20][CH2:19][CH2:18][Cl:17])[cH:9][cH:10][c:11]([N+:14](=[O:15])[O-:16])[cH:12][cH:13]1. Starting materials: C(C(=C)C)(=O)N=C=O (methacryloyl isocyanate), C(C=CC1=CC=CC=C1)O (cinnamyl alcohol). Run in ClCCCl (1,2-dichloroethane), ClCCCl (1,2-dichloroethane). Run at time 10 minute. The product is C(C(=C)C)(=O)NC(OCC=CC1=CC=CC=C1)=O (cinnamyl N-methacryloylcarbamate). The yield is 98.0%. RXN SMILES: [C:1]([N:6]=[C:7]=[O:8])(=[O:5])[C:2]([CH3:4])=[CH2:3].[CH2:9]([OH:18])[CH:10]=[CH:11][C:12]1[CH:17]=[CH:16][CH:15]=[CH:14][CH:13]=1>ClCCCl>[C:1]([NH:6][C:7](=[O:8])[O:18][CH2:9][CH:10]=[CH:11][C:12]1[CH:17]=[CH:16][CH:15]=[CH:14][CH:13]=1)(=[O:5])[C:2]([CH3:4])=[CH2:3]. Procedure: Into a three-necked flask purged with nitrogen gas, methacryloyl isocyanate (1.11 g; 10 mmol) was charged, and 1,2-dichloroethane (20 ml) was added thereto. A solution of cinnamyl alcohol (1.34 g) in 1,2-dichloroethane (20 ml) was dropwise added thereto under nitrogen stream in 10 minutes while stirring. 1,2-Dichloroethane was removed by evaporation under reduced pressure to give cinnamyl N-methacryloylcarbamate (2.4 g), which was washed with hexane and purified by silica gel column chromatograp... Reactants: [Br-], COc1cc(C[P+](c2ccccc2)(c2ccccc2)c2ccccc2)cc(OC)c1OC, COc1ccc(C=O)c([N+](=O)[O-])c1[N+](=O)[O-], ClCCl, [H-], [Na+]. Yields the product COc1cc(C=Cc2ccc(OC)c([N+](=O)[O-])c2[N+](=O)[O-])cc(OC)c1OC. RXN SMILES: [Br-:17].[CH3:18][O:19][c:20]1[cH:21][c:22]([CH2:23][P+:24]([c:25]2[cH:26][cH:27][cH:28][cH:29][cH:30]2)([c:31]2[cH:32][cH:33][cH:34][cH:35][cH:36]2)[c:37]2[cH:38][cH:39][cH:40][cH:41][cH:42]2)[cH:43][c:44]([O:48][CH3:49])[c:45]1[O:46][CH3:47].[CH3:1][O:2][c:3]1[c:4]([N+:14](=[O:15])[O-:16])[c:5]([N+:11](=[O:12])[O-:13])[c:6]([CH:7]=[O:8])[cH:9][cH:10]1.[Cl:52][CH2:53][Cl:54].[H-:51].[Na+:50]>>[CH3:1][O:2][c:3]1[c:4]([N+:14](=[O:15])[O-:16])[c:5]([N+:11](=[O:12])[O-:13])[c:6]([CH:7]=[CH:23][c:22]2[cH:21][c:20]([O:19][CH3:18])[c:45]([O:46][CH3:47])[c:44]([O:48][CH3:49])[cH:43]2)[cH:9][cH:10]1.